From a dataset of the Open Reaction Database (ORD), a public repository of structured organic reaction records. describe an organic reaction: reactants, conditions, products, and yield As a reaction SMILES: [Cl:1][C:2]1[CH:7]=[CH:6][CH:5]=[C:4]([Cl:8])[C:3]=1[OH:9].C(=O)([O-])[O-].[K+].[K+].[Br:16][CH2:17][CH2:18]Br>CN(C=O)C>[Br:16][CH2:17][CH2:18][O:9][C:3]1[C:2]([Cl:1])=[CH:7][CH:6]=[CH:5][C:4]=1[Cl:8] |f:1.2.3|. The reactants are C([O-])([O-])=O.[K+].[K+] (Potassium carbonate), BrCCBr (1,2-dibromoethane), ClC1=C(C(=CC=C1)Cl)O (2,6-dichlorophenol). Reported procedure: Into a 10 mL round bottom flask was added 2,6-dichlorophenol (326 mg, 2 mmol) and DMF (2 mL). Potassium carbonate (276 mg, 2 mmol, 10 eq) and 1,2-dibromoethane (3.76 g, 20 mmol, 10 eq) was added. The flask was fitted with a reflux condenser and nitrogen inlet and the reaction heated to 100° C. for 2 hours. The mixture was partitioned between water (20 mL) and chloroform (20 mL). The organic layer was separated and the aqueous layer was further extracted with chloroform (3×20 mL). The organic lay... Run in CN(C)C=O (DMF). Run at temperature 100 celsius. Product: BrCCOC1=C(C=CC=C1Cl)Cl (2-(2-Bromoethoxy)-1,3-dichlorobenzene). Yield: 48.9%. Starting materials: C(C)C=1C=C(C=CC1)N(C#N)C (N-(3-ethylphenyl)-N-methylcyanamide), Cl.BrC1=C(N)C=C(C=C1)Br (2,5-dibromoaniline hydrochloride). Solvent: ClC1=CC=CC=C1 (chlorobenzene). The product is NC(=N)N (Guanidine), Cl.C(C)C=1C=C(C=CC1)N(C(=N)NC1=C(C=CC(=C1)Br)Br)C (N-(3-ethylphenyl)-N-methyl-N'-(2,5-dibromophenyl)guanidine hydrochloride). RXN SMILES: [CH2:1]([C:3]1[CH:4]=[C:5]([N:9]([CH3:12])[C:10]#[N:11])[CH:6]=[CH:7][CH:8]=1)[CH3:2].[ClH:13].[Br:14][C:15]1[CH:21]=[CH:20][C:19]([Br:22])=[CH:18][C:16]=1[NH2:17]>ClC1C=CC=CC=1>[NH2:9][C:10]([NH2:11])=[NH:17].[ClH:13].[CH2:1]([C:3]1[CH:4]=[C:5]([N:9]([CH3:12])[C:10]([NH:17][C:16]2[CH:18]=[C:19]([Br:22])[CH:20]=[CH:21][C:15]=2[Br:14])=[NH:11])[CH:6]=[CH:7][CH:8]=1)[CH3:2] |f:1.2,5.6|. Procedure: A mixture of N-(3-ethylphenyl)-N-methylcyanamide (520 mg, 3.3 mmol), 2,5-dibromoaniline hydrochloride (861 mg, 3 mmol), and chlorobenzene (2 mL) were combined in a dry round bottom flask equipped with water cooled condenser under nitrogen and placed in a preheated oil bath (150-160° C.). The reaction mixture was heated for 3 hours. After cooling, the crude reaction product was purified by crystallization from chlorobenzene/diethylether. The resulting crystals were collected by filtration, washed... Reactants: COC1=CC=CC=2CCNCCC21 (6-methoxy-2,3,4,5-tetrahydro-1H-3-benzazepine), Br (hydrobromic acid), C(C)(=O)N1CCC2=C(CC1)C(=CC(=C2OC)S(=O)(=O)C)Br (3-acetyl-6-methoxy-7-methylsulfonyl-9-bromo-2,3,4,5-tetrahydro-1H-3-benzazepine), Cl.COC1=C(C=CC=2CCNCCC21)S(=O)(=O)C (6-methoxy-7-methylsulfonyl-2,3,4,5-tetrahydro-1H-3-benzazepine hydrochloride). Yields the product Br.OC1=C(C=CC=2CCNCCC21)S(=O)(=O)C (6-hydroxy-7-methylsulfonyl-2,3,4,5-tetrahydro-1H-3-benzazepine hydrobromide). As a reaction SMILES: COC1C2CCNCCC=2C=CC=1.C([N:17]1[CH2:23][CH2:22][C:21]2[C:24]([Br:34])=[CH:25][C:26]([S:30]([CH3:33])(=[O:32])=[O:31])=[C:27]([O:28]C)[C:20]=2[CH2:19][CH2:18]1)(=O)C.Cl.COC1C2CCNCCC=2C=CC=1S(C)(=O)=O.Br>>[BrH:34].[OH:28][C:27]1[C:20]2[CH2:19][CH2:18][NH:17][CH2:23][CH2:22][C:21]=2[CH:24]=[CH:25][C:26]=1[S:30]([CH3:33])(=[O:32])=[O:31] |f:2.3,5.6|. Reported procedure: Following the procedure of Examples 1 and 8, 6-methoxy-2,3,4,5-tetrahydro-1H-3-benzazepine is converted via 3-acetyl-6-methoxy-7-methylsulfonyl-9-bromo-2,3,4,5-tetrahydro-1H-3-benzazepine to 6-methoxy-7-methylsulfonyl-2,3,4,5-tetrahydro-1H-3-benzazepine hydrochloride which is treated with hydrobromic acid to give 6-hydroxy-7-methylsulfonyl-2,3,4,5-tetrahydro-1H-3-benzazepine hydrobromide. Starting materials: COC(Cl)Cl (dichloromethyl methyl ether), C(CC1=CC=CC=C1)Br (phenethyl bromide), O (Water). Reagents/catalysts: [Ti](Cl)(Cl)(Cl)Cl (titanium tetrachloride). Solvent: C(Cl)Cl (methylene chloride), C(Cl)Cl (methylene chloride). Reaction conditions: time 50 minute. Product: BrCCC1=CC=C(C=O)C=C1 (4-(2-bromoethyl)benzaldehyde). RXN SMILES: C[O:2][CH:3](Cl)Cl.[CH2:6]([Br:14])[CH2:7][C:8]1[CH:13]=[CH:12][CH:11]=[CH:10][CH:9]=1.O>C(Cl)Cl.[Ti](Cl)(Cl)(Cl)Cl>[Br:14][CH2:6][CH2:7][C:8]1[CH:13]=[CH:12][C:11]([CH:3]=[O:2])=[CH:10][CH:9]=1. Procedure: To a solution of dichloromethyl methyl ether (62 ml) in methylene chloride (40 ml) was added titanium tetrachloride (75 ml) over 10 minutes under a nitrogen atmosphere at 4-5° C. Then, a solution of phenethyl bromide (85 ml) in methylene chloride (50 ml) was added thereto over 50 minutes at 5-7° C. and the mixture was stirred for 5 hours while gradually raising the temperature of the mixture to room temperature. Water (200 ml) was added to the reaction mixture over 1 hour and the mixture was ext...